From a dataset of the Open Reaction Database (ORD), a public repository of structured organic reaction records. describe an organic reaction: reactants, conditions, products, and yield The reactants are OC[C@@H]1N(CC[C@H]1C=1C(=CC(=C2C(C=C(OC12)C1=C(C=CC=C1)OC)=O)OC)OC)C ((±)-trans-8-(2-Hydroxymethyl-1-methyl-pyrrolidin-3-yl)-5,7-dimethoxy-2-(2-methoxy-phenyl)-chromen-4-one), Cl.N1=CC=CC=C1 (pyridine hydrochloride). The product is OC1=C2C(C=C(OC2=C(C(=C1)O)[C@H]1[C@@H](N(CC1)C)CO)C1=C(C=CC=C1)O)=O ((±)-trans-5,7-Dihydroxy-8-(2-hydroxymethyl-1-methyl-pyrrolidin-3-yl)-2-(2-hydroxy-phenyl)-chromen-4-one). As a reaction SMILES: [OH:1][CH2:2][C@H:3]1[C@H:7]([C:8]2[C:9]([O:29]C)=[CH:10][C:11]([O:27]C)=[C:12]3[C:17]=2[O:16][C:15]([C:18]2[CH:23]=[CH:22][CH:21]=[CH:20][C:19]=2[O:24]C)=[CH:14][C:13]3=[O:26])[CH2:6][CH2:5][N:4]1[CH3:31].Cl.N1C=CC=CC=1>>[OH:27][C:11]1[CH:10]=[C:9]([OH:29])[C:8]([C@@H:7]2[CH2:6][CH2:5][N:4]([CH3:31])[C@H:3]2[CH2:2][OH:1])=[C:17]2[C:12]=1[C:13](=[O:26])[CH:14]=[C:15]([C:18]1[CH:23]=[CH:22][CH:21]=[CH:20][C:19]=1[OH:24])[O:16]2 |f:1.2|. Reported procedure: Compound of example 95 (0.4 g, 0.9 mmol) was demethylated using pyridine hydrochloride (6 g, 52.0 mmol) as described in example 17 to obtain the title compound. The reactants are C=1C=CN2C1CNC1=C(C2)C=CC=C1 (10,11-dihydro-5H-pyrrolo[2,1-c][1,4]-benzodiazepine), C(C)(C)N(CC)C(C)C (diisopropylethylamine), Cl.N1(C=NC=C1)C1=CC=C(C(=O)Cl)C=C1 (4-(imidazol-1-yl)benzoyl chloride hydrochloride). Reagents/catalysts: CN(C1=CC=NC=C1)C (4-dimethylaminopyridine). Solvent: ClCCl (dichloromethane). Reaction conditions: time 18 hour. Yields the product N1(C=NC=C1)C1=CC=C(C=C1)C(=O)N1CC=2N(CC3=C1C=CC=C3)C=CC2 ([4-(Imidazol-1-yl)-phenyl]-(5H,11H-pyrrolo[2,1-c][1,4]benzodiazepin-10-yl)-methanone). Reaction SMILES: [CH:1]1[CH:2]=[CH:3][N:4]2[CH2:10][C:9]3[CH:11]=[CH:12][CH:13]=[CH:14][C:8]=3[NH:7][CH2:6][C:5]=12.C(N(C(C)C)CC)(C)C.Cl.[N:25]1([C:30]2[CH:38]=[CH:37][C:33]([C:34](Cl)=[O:35])=[CH:32][CH:31]=2)[CH:29]=[CH:28][N:27]=[CH:26]1>CN(C)C1C=CN=CC=1.ClCCl>[N:25]1([C:30]2[CH:31]=[CH:32][C:33]([C:34]([N:7]3[C:8]4[CH:14]=[CH:13][CH:12]=[CH:11][C:9]=4[CH2:10][N:4]4[CH:3]=[CH:2][CH:1]=[C:5]4[CH2:6]3)=[O:35])=[CH:37][CH:38]=2)[CH:29]=[CH:28][N:27]=[CH:26]1 |f:2.3|. Reported procedure: To a solution of 10,11-dihydro-5H-pyrrolo[2,1-c][1,4]-benzodiazepine (0.75), diisopropylethylamine (1.20 g), and 4-dimethylaminopyridine (0.1 g) in dichloromethane (50 ml) was added 4-(imidazol-1-yl)benzoyl chloride hydrochloride (1.12 g). After stirring at room temperature for 18 hours, the reaction mixture was washed with water and saturated aqueous sodium bicarbonate. The dichloromethane solution was dried over anhydrous sodium sulfate, filtered through a short column of hydrous sodium magnes...